Task: describe an organic reaction: reactants, conditions, products, and yield. Dataset: the Open Reaction Database (ORD), a public repository of structured organic reaction records The reactants are C1(=CCCCC1)C1=C(C=CC=C1)Cl (o-(1-cyclohexenyl)-chlorobenzene), ferric chloride, Cl (hydrochloric acid), cuprous cyanide, CN1C(CCC1)=O (N-methylpyrrolidinone). The solvent is O (water). Product: C1(=CCCCC1)C1=C(C#N)C=CC=C1 (o-(1-Cyclohexenyl)-benzonitrile). Isolated yield 68.0%. Reaction SMILES: [C:1]1([C:7]2[CH:12]=[CH:11][CH:10]=[CH:9][C:8]=2Cl)[CH2:6][CH2:5][CH2:4][CH2:3][CH:2]=1.[CH3:14][N:15]1CCCC1=O.Cl>O>[C:1]1([C:7]2[CH:12]=[CH:11][CH:10]=[CH:9][C:8]=2[C:14]#[N:15])[CH2:6][CH2:5][CH2:4][CH2:3][CH:2]=1. Reported procedure: A mixture of 19.3 g. (0.1 mol) o-(1-cyclohexenyl)-chlorobenzene and 16.4 g. (0.18 mol) cuprous cyanide in 100 ml. N-methylpyrrolidinone was heated to 200° C. for 15 hours. For working up, the brown-black product was introduced into a solution of 40 g. ferric chloride, 10 ml. concentrated hydrochloric acid and 60 ml. water and the mixture heated for 0.5 hours to 60° to 70° C. The N-methylpyrrolidinone phase was separated off and the aqueous phase was extracted several times with toluene. The comb...